From a dataset of the Open Reaction Database (ORD), a public repository of structured organic reaction records. describe an organic reaction: reactants, conditions, products, and yield Reactants: BrC(COC=1C(NC=NC1)=O)CBr (5-(2,3-dibromopropoxy)-4(3H)-pyrimidinone), C(=O)(O)[O-].[Na+] (NaHCO3). The solvent is C(C)O (ethanol). Yields the product BrCC1COC2=C(N=CN=C2)O1 (7-(bromomethyl)-6,7-dihydro-[1,4]dioxino[2,3-d]pyrimidine). The yield is 52.3%. Reaction SMILES: Br[CH:2]([CH2:12][Br:13])[CH2:3][O:4][C:5]1[C:6](=[O:11])[NH:7][CH:8]=[N:9][CH:10]=1.C([O-])(O)=O.[Na+]>C(O)C>[Br:13][CH2:12][CH:2]1[O:11][C:6]2[N:7]=[CH:8][N:9]=[CH:10][C:5]=2[O:4][CH2:3]1 |f:1.2|. Procedure: A mixture of intermediate (50) (0.0091 mol) and NaHCO3 (0.0113 mol) in ethanol (100 ml) was stirred and refluxed for 16 hours. The reaction mixture was allowed to cool to room temperature and the solvent was evaporated. The residue was taken up in water and ethyl acetate. The separated organic layer was dried, filtered and the solvent was evaporated. The residue was purified by short open column chromatography over silica gel (eluent: hexane/ethyl acetate 66/33;50/50). The desired fractions were... Reactants: N1=CC=CC=C1 (pyridine), C1CCC2=NCCCN2CC1 (DBU), CC1=C(N=C(S1)C1=CC=C(C=C1)C(F)(F)F)CCOC1=CC=C(C(=O)NN)C=C1 (4-{2-[5-Methyl-2-(4-trifluoromethyl-phenyl)-thiazol-4-yl]-ethoxy}-benzoic Acid Hydrazide), C1(=CC=CC=C1)OC(=O)Cl (phenylchloroformate). Solvent: ClCCl (dichloromethane), C(C)(=O)OCC (ethyl acetate). Product: CC1=C(N=C(S1)C1=CC=C(C=C1)C(F)(F)F)CCOC1=CC=C(C=C1)C1=NNC(O1)=O (5-(4-{2-[5-Methyl-2-(4-trifluoromethyl-phenyl)-thiazol-4-yl]-ethoxy}-phenyl)-3H-[1,3,4]oxadiazol-2-one). Yield: 47.1%. As a reaction SMILES: [CH3:1][C:2]1[S:6][C:5]([C:7]2[CH:12]=[CH:11][C:10]([C:13]([F:16])([F:15])[F:14])=[CH:9][CH:8]=2)=[N:4][C:3]=1[CH2:17][CH2:18][O:19][C:20]1[CH:29]=[CH:28][C:23]([C:24]([NH:26][NH2:27])=[O:25])=[CH:22][CH:21]=1.N1C=CC=CC=1.[C:36]1([O:42]C(Cl)=O)C=CC=CC=1.C1CCN2C(=NCCC2)CC1>ClCCl.C(OCC)(=O)C>[CH3:1][C:2]1[S:6][C:5]([C:7]2[CH:12]=[CH:11][C:10]([C:13]([F:16])([F:15])[F:14])=[CH:9][CH:8]=2)=[N:4][C:3]=1[CH2:17][CH2:18][O:19][C:20]1[CH:21]=[CH:22][C:23]([C:24]2[O:25][C:36](=[O:42])[NH:27][N:26]=2)=[CH:28][CH:29]=1. Procedure details: To a suspension of: 4-{2-[5-Methyl-2-(4-trifluoromethyl-phenyl)-thiazol-4-yl]-ethoxy}-benzoic acid hydrazide (Example 4, 276 mg, 0.65 mmol) in dichloromethane (4 mL) add pyridine (104 μL, 1.3 mmol) followed by phenylchloroformate (0.88 μL, 0.71 mmol). Stir the resulting mixture at room temperature until all the starting material is consumed (by TLC analysis). Dilute the mixture with ethyl acetate wash with water then brine dry over MgSO4 and concentrate under reduced pressure. Take the residue u... Starting materials: C(C)(C)N(CC)C(C)C (diisopropylethylamine), [Li]CCCC (n-BuLi), C(C)(C)(C)OC(NC1=NC(=CC(=C1)Cl)Cl)=O (tert-butyl(4,6-dichloropyridin-2-yl)carbamate), CN(C)C=O (DMF). Run in C1CCOC1 (THF), C1CCOC1 (THF). Run at temperature 0 celsius, time 30 minute. Product: C(C)(C)(C)OC(NC1=NC(=C(C(=C1)Cl)C=O)Cl)=O (tert-butyl(4,6-dichloro-5-formylpyridin-2-yl)carbamate). As a reaction SMILES: C(N(C(C)C)CC)(C)C.[Li]CCCC.[C:15]([O:19][C:20](=[O:30])[NH:21][C:22]1[CH:27]=[C:26]([Cl:28])[CH:25]=[C:24]([Cl:29])[N:23]=1)([CH3:18])([CH3:17])[CH3:16].CN([CH:34]=[O:35])C>C1COCC1>[C:15]([O:19][C:20](=[O:30])[NH:21][C:22]1[CH:27]=[C:26]([Cl:28])[C:25]([CH:34]=[O:35])=[C:24]([Cl:29])[N:23]=1)([CH3:18])([CH3:16])[CH3:17]. Procedure details: To a stirred solution of diisopropylethylamine (7.4 mL, 53.2 mmol) in THF was added n-BuLi (18.8 mL, 47.1 mmol, 2.5 M solution in hexanes) at −78° C., and allowed to stir at 0° C. of 30 minutes. The reaction mixture was again cooled to −78° C. and a solution compound tert-butyl(4,6-dichloropyridin-2-yl)carbamate (4.0 g, 15.2 mmol) in THF (20.0 mL) was added dropwise and stirred for 1 h at the same temperature. After 1 h, DMF (8.08 g, 36.7 mmol) was added at the same temperature and stirred for 3...